Dataset: the Open Reaction Database (ORD), a public repository of structured organic reaction records. Task: describe an organic reaction: reactants, conditions, products, and yield Starting materials: O1CC(CC(C1)=O)=O (2H-pyran-3,5(4H,6H)-dione), FC1=C(C=C(C=O)C=C1)I (4-Fluoro-3-iodobenzaldehyde), N\C(=C/C(=O)OC)\C (methyl 3-aminocrotonate). Run in CO (methanol). Yields the product FC1=C(C=C(C=C1)C1C2=C(NC(=C1C(=O)OC)C)COCC2=O)I (Methyl 4-(4-fluoro-3-iodophenyl)-2-methyl-5-oxo-4,5,6,8-tetrahydro-1H-pyrano[3,4-b]pyridine-3-carboxylate). The yield is 45.1%. Reaction SMILES: [O:1]1[CH2:6][C:5](=O)[CH2:4][C:3](=[O:8])[CH2:2]1.[F:9][C:10]1[CH:17]=[CH:16][C:13]([CH:14]=O)=[CH:12][C:11]=1[I:18].[NH2:19]/[C:20](/[CH3:26])=[CH:21]\[C:22]([O:24][CH3:25])=[O:23]>CO>[F:9][C:10]1[CH:17]=[CH:16][C:13]([CH:14]2[C:21]([C:22]([O:24][CH3:25])=[O:23])=[C:20]([CH3:26])[NH:19][C:5]3[CH2:6][O:1][CH2:2][C:3](=[O:8])[C:4]2=3)=[CH:12][C:11]=1[I:18]. Procedure: The product from Example 11B (0.34 g, 3.0 mmol), the product from Example 30C (0.74 g, 3.0 mmol) and methyl 3-aminocrotonate (0.35 g, 3.0 mmol) in methanol (8 mL) were processed as described in Example 68A to provide the title compound (0.60 g). Reactants: ClC1=CC=C(C(=O)NC(C(=O)O)CC2C(NC3=CC=CC=C23)=O)C=C1 (2-(4-chlorobenzoylamino)-3-(oxindol-3-yl)propionic acid), CI (methyl iodide), O (water), 4-hydrate, [H-].[Na+] (sodium hydride). The solvent is CN(C=O)C (dimethylformamide), CN(C=O)C (dimethylformamide). Reaction conditions: time 1 hour. Product: ClC1=CC=C(C(=O)NC(C(=O)O)CC2C(N(C3=CC=CC=C23)C)=O)C=C1 (2-(4-chlorobenzoylamino)-3-(1-methyloxindol-3-yl)propionic acid). Reaction SMILES: [Cl:1][C:2]1[CH:25]=[CH:24][C:5]([C:6]([NH:8][CH:9]([CH2:13][CH:14]2[C:22]3[C:17](=[CH:18][CH:19]=[CH:20][CH:21]=3)[NH:16][C:15]2=[O:23])[C:10]([OH:12])=[O:11])=[O:7])=[CH:4][CH:3]=1.[H-].[Na+].[CH3:28]I.O>CN(C)C=O>[Cl:1][C:2]1[CH:3]=[CH:4][C:5]([C:6]([NH:8][CH:9]([CH2:13][CH:14]2[C:22]3[C:17](=[CH:18][CH:19]=[CH:20][CH:21]=3)[N:16]([CH3:28])[C:15]2=[O:23])[C:10]([OH:12])=[O:11])=[O:7])=[CH:24][CH:25]=1 |f:1.2|. Procedure details: 479 Milligrams of 2-(4-chlorobenzoylamino)-3-(oxindol-3-yl)propionic acid 1/4-hydrate prepared in Example 3 and 70 mg of 50% sodium hydride (in oil) were admixed in 5 ml of dimethylformamide, and the mixture was stirred at a room temperature for 1 hour. Then a solution containing 0.23 g of methyl iodide in 3 ml of dimethylformamide was added dropwise gradually to the mixture, and the whole reaction mixture was stirred at a room temperature for 4 hours. The reaction mixture was poured into a larg...